Dataset: the Open Reaction Database (ORD), a public repository of structured organic reaction records. Task: describe an organic reaction: reactants, conditions, products, and yield Solvent: CC(C)(C)O (t-BuOH). The product is N1C=CC=2C1=NC=CC2N[C@@H](CC)C2=NC1=CC=CC(=C1C(N2C2=CC(=CC=C2)CC(F)(F)F)=O)F ((S)-2-(1-((1H-pyrrolo[2,3-b]pyridin-4-yl)amino)propyl)-5-fluoro-3-(3-(2,2,2-trifluoroethyl)phenyl)quinazolin-4(3H)-one). Starting materials: N[C@@H](CC)C1=NC2=CC=CC(=C2C(N1C1=CC(=CC=C1)CC(F)(F)F)=O)F ((S)-2-(1-aminopropyl)-5-fluoro-3-(3-(2,2,2-trifluoroethyl)phenyl)quinazolin-4(3H)-one), ClC1=C2C(=NC=C1)NC=C2 (4-chloro-1H-pyrrolo[2,3-b]pyridine), C(C)(C)N(CC)C(C)C (diisopropylethylamine). As a reaction SMILES: [NH2:1][C@H:2]([C:5]1[N:14]([C:15]2[CH:20]=[CH:19][CH:18]=[C:17]([CH2:21][C:22]([F:25])([F:24])[F:23])[CH:16]=2)[C:13](=[O:26])[C:12]2[C:7](=[CH:8][CH:9]=[CH:10][C:11]=2[F:27])[N:6]=1)[CH2:3][CH3:4].Cl[C:29]1[CH:34]=[CH:33][N:32]=[C:31]2[NH:35][CH:36]=[CH:37][C:30]=12.C(N(C(C)C)CC)(C)C>CC(O)(C)C>[NH:35]1[C:31]2=[N:32][CH:33]=[CH:34][C:29]([NH:1][C@H:2]([C:5]3[N:14]([C:15]4[CH:20]=[CH:19][CH:18]=[C:17]([CH2:21][C:22]([F:25])([F:23])[F:24])[CH:16]=4)[C:13](=[O:26])[C:12]4[C:7](=[CH:8][CH:9]=[CH:10][C:11]=4[F:27])[N:6]=3)[CH2:3][CH3:4])=[C:30]2[CH:37]=[CH:36]1. Reported procedure: Under nitrogen, to (S)-2-(1-aminopropyl)-5-fluoro-3-(3-(2,2,2-trifluoroethyl)phenyl)quinazolin-4(3H)-one (38 mg, 0.10 mmol, 1.0 equiv) in t-BuOH (0.5 mL) at 23° C. is added 4-chloro-1H-pyrrolo[2,3-b]pyridine (23 mg, 0.15 mmol, 1.5 equiv) and diisopropylethylamine (63 μL, 0.36 mmol, 4.0 equiv). After stirring for 48 hr at 120° C. in a sealed tube, the reaction mixture is concentrated in vacuo and the residue is purified by preparative TLC eluting with CH2Cl2/MeOH to afford the title compound (Com... Run at temperature 120 celsius, time 48 hour. Starting materials: CS(=O)(=O)C1=CC=C(C=C1)B(O)O ([4-(methylsulfonyl)phenyl]boronic acid), BrC1=CC=C(C(=N1)F)OCC1CCN(CC1)C(=O)OC(C)C (1-methylethyl 4-{[(6-bromo-2-fluoro-3-pyridinyl)oxy]methyl}-1-piperidinecarboxylate), C(=O)([O-])[O-].[Na+].[Na+] (Na2CO3). Reagents/catalysts: Cl[Pd]([P](C1=CC=CC=C1)(C2=CC=CC=C2)C3=CC=CC=C3)([P](C4=CC=CC=C4)(C5=CC=CC=C5)C6=CC=CC=C6)Cl (Pd(PPh3)2Cl2). Solvent: COCCOC (DME). The product is FC1=NC(=CC=C1OCC1CCN(CC1)C(=O)OC(C)C)C1=CC=C(C=C1)S(=O)(=O)C (1-Methylethyl 4-[({2-fluoro-6-[4-(methylsulfonyl)phenyl]-3-pyridinyl}oxy)methyl]-1-piperidinecarboxylate). RXN SMILES: [CH3:1][S:2]([C:5]1[CH:10]=[CH:9][C:8](B(O)O)=[CH:7][CH:6]=1)(=[O:4])=[O:3].Br[C:15]1[N:20]=[C:19]([F:21])[C:18]([O:22][CH2:23][CH:24]2[CH2:29][CH2:28][N:27]([C:30]([O:32][CH:33]([CH3:35])[CH3:34])=[O:31])[CH2:26][CH2:25]2)=[CH:17][CH:16]=1.C([O-])([O-])=O.[Na+].[Na+]>Cl[Pd](Cl)([P](C1C=CC=CC=1)(C1C=CC=CC=1)C1C=CC=CC=1)[P](C1C=CC=CC=1)(C1C=CC=CC=1)C1C=CC=CC=1.COCCOC>[F:21][C:19]1[C:18]([O:22][CH2:23][CH:24]2[CH2:25][CH2:26][N:27]([C:30]([O:32][CH:33]([CH3:35])[CH3:34])=[O:31])[CH2:28][CH2:29]2)=[CH:17][CH:16]=[C:15]([C:8]2[CH:9]=[CH:10][C:5]([S:2]([CH3:1])(=[O:4])=[O:3])=[CH:6][CH:7]=2)[N:20]=1 |f:2.3.4,^1:44,63|. Procedure: The title compound (197 mg, 70%) was prepared as a light gray solid from [4-(methylsulfonyl)phenyl]boronic acid (160 mg, 0.75 mmol), 1-methylethyl 4-{[(6-bromo-2-fluoro-3-pyridinyl)oxy]methyl}-1-piperidinecarboxylate (235 mg, 0.63 mmol), Pd(PPh3)2Cl2 (45 mg, 0.06 mmol), 2M Na2CO3 (4 mL) and DME (4 mL) in a manner similar to Example 21, Step 3. The crude product was triturated with MeOH to give the title compound as a light gray solid. 1H NMR (400 MHz, CDCl3): δ 8.12 (d, 2H, J=8.3 Hz), 7.99 (d, 2... Reactants: NC1=CC=CC=2C=C(CCOC21)C(=O)OCC (ethyl 9-amino-2,3-dihydro-1-benzoxepin-4-carboxylate), ClCCCC(=O)Cl (4-chlorobutyryl chloride), N1=CC=CC=C1 (pyridine). Run in ClCCl (dichloromethane), C(C)(=O)OCC (ethyl acetate). Run at time 2 hour. The product is ClCCCC(=O)NC1=CC=CC=2C=C(CCOC21)C(=O)OCC (ethyl 9-(4-chlorobutyryl)amino-2,3-dihydro-1-benzoxepin-4-carboxylate). As a reaction SMILES: [NH2:1][C:2]1[C:12]2[O:11][CH2:10][CH2:9][C:8]([C:13]([O:15][CH2:16][CH3:17])=[O:14])=[CH:7][C:6]=2[CH:5]=[CH:4][CH:3]=1.[Cl:18][CH2:19][CH2:20][CH2:21][C:22](Cl)=[O:23].N1C=CC=CC=1>ClCCl.C(OCC)(=O)C>[Cl:18][CH2:19][CH2:20][CH2:21][C:22]([NH:1][C:2]1[C:12]2[O:11][CH2:10][CH2:9][C:8]([C:13]([O:15][CH2:16][CH3:17])=[O:14])=[CH:7][C:6]=2[CH:5]=[CH:4][CH:3]=1)=[O:23]. Procedure details: A mixture of ethyl 9-amino-2,3-dihydro-1-benzoxepin-4-carboxylate (0.35 g), 4-chlorobutyryl chloride (0.202 ml) and pyridine (0.146 ml) in dichloromethane (3.5 ml) was stirred at room temperature for 2 hours. The reaction mixture was diluted with ethyl acetate, and the solution was washed successively with 1N hydrochloric acid, saturated aqueous sodium bicarbonate solution and brine, dried over magnesium sulfate, and evaporated in vacuo. The residue was purified by column chromatography on silic... The reactants are CCN(CC)C(=O)Oc3ccc2c1ccccc1n(C)c2c3 (substrate), Cc1ccccc1[Al](CC(C)C)CC(C)C (effective_coupling_partner). Reagents/catalysts: PCy3. Run at temperature 50 celsius, time 24 hour. Product: Cc1ccccc1c4ccc3c2ccccc2n(C)c3c4. Starting materials: CN(N=C(C1=C(C=CC=C1F)F)Cl)S(=O)(=O)C1=CC=CC=C1 (N-methyl-N-(benzenesulfonyl)-2,6-difluorobenzohydrazonoyl chloride), COC1=C(C=C(C#N)C=C1)OC1=NC=C(C=C1)C(F)(F)F (4-methoxy-3-(5-trifluoromethylpyridine-2-yloxy)benzonitrile), ClC1=C(C=CC=C1)Cl (o-dichlorobenzene). Reagents/catalysts: [Fe](Cl)(Cl)Cl (iron (III) chloride). Solvent: C(Cl)(Cl)Cl (chloroform). Reaction conditions: temperature 140 celsius, time 30 minute. The product is FC1=C(C(=CC=C1)F)C1=NN(C(=N1)C1=CC(=C(C=C1)OC)OC1=NC=C(C=C1)C(F)(F)F)C (3-(2,6-difluorophenyl)-5-[4-methoxy-3-(5-trifluoromethylpyridine 2-yloxy)phenyl]-1-methyl-1H-1,2,4-triazole). Yield: 32.0%. RXN SMILES: [CH3:1][N:2](S(C1C=CC=CC=1)(=O)=O)[N:3]=[C:4](Cl)[C:5]1[C:10]([F:11])=[CH:9][CH:8]=[CH:7][C:6]=1[F:12].[CH3:23][O:24][C:25]1[CH:32]=[CH:31][C:28]([C:29]#[N:30])=[CH:27][C:26]=1[O:33][C:34]1[CH:39]=[CH:38][C:37]([C:40]([F:43])([F:42])[F:41])=[CH:36][N:35]=1.ClC1C=CC=CC=1Cl>C(Cl)(Cl)Cl.[Fe](Cl)(Cl)Cl>[F:11][C:10]1[CH:9]=[CH:8][CH:7]=[C:6]([F:12])[C:5]=1[C:4]1[N:30]=[C:29]([C:28]2[CH:31]=[CH:32][C:25]([O:24][CH3:23])=[C:26]([O:33][C:34]3[CH:39]=[CH:38][C:37]([C:40]([F:42])([F:43])[F:41])=[CH:36][N:35]=3)[CH:27]=2)[N:2]([CH3:1])[N:3]=1. Reported procedure: A mixture of N-methyl-N-(benzenesulfonyl)-2,6-difluorobenzohydrazonoyl chloride (0.70 g), 4-methoxy-3-(5-trifluoromethylpyridine-2-yloxy)benzonitrile (0.80 g), anhydrous iron (III) chloride (0.50 g) and o-dichlorobenzene (5 ml) is stirred at an oil bath temperature of 140° C. for 30 minutes. After cooling, it is dissolved in chloroform (100 ml) and washed with dilute hydrochloric acid, dilute aqueous solution of sodium hydroxide and saline. Then, it is dried over anhydrous magnesium sulfate and ... The reactants are BrB(Br)Br, COc1cnc2[nH]ccc2c1, ClCCl, [Na+], [OH-], O. Yields the product Oc1cnc2[nH]ccc2c1. RXN SMILES: [B:12]([Br:13])([Br:14])[Br:15].[CH3:1][O:2][c:3]1[cH:4][c:5]2[c:6]([n:7][cH:8]1)[nH:9][cH:10][cH:11]2.[Cl:18][CH2:19][Cl:20].[Na+:17].[OH-:16].[OH2:21]>>[OH:2][c:3]1[cH:4][c:5]2[c:6]([n:7][cH:8]1)[nH:9][cH:10][cH:11]2.